Dataset: the Open Reaction Database (ORD), a public repository of structured organic reaction records. Task: describe an organic reaction: reactants, conditions, products, and yield The reactants are C1CCOC1, CC(=O)O, Cn1c(=O)c(-c2ccc(Cl)cc2Cl)cc2c3cc(-c4ccn(CCOC5CCCCO5)n4)ccc3n(C)c21, O. Yields the product Cn1c(=O)c(-c2ccc(Cl)cc2Cl)cc2c3cc(-c4ccn(CCO)n4)ccc3n(C)c21. As a reaction SMILES: [CH2:43]1[O:44][CH2:45][CH2:46][CH2:47]1.[CH3:39][C:40](=[O:41])[OH:42].[Cl:1][c:2]1[c:3](-[c:9]2[cH:10][c:11]3[c:12]([n:13]([CH3:34])[c:14]4[cH:15][cH:16][c:17](-[c:20]5[n:21][n:22]([CH2:25][CH2:26][O:27][CH:28]6[CH2:29][CH2:30][CH2:31][CH2:32][O:33]6)[cH:23][cH:24]5)[cH:18][c:19]34)[n:35]([CH3:38])[c:36]2=[O:37])[cH:4][cH:5][c:6]([Cl:8])[cH:7]1.[OH2:48]>>[Cl:1][c:2]1[c:3](-[c:9]2[cH:10][c:11]3[c:12]([n:13]([CH3:34])[c:14]4[cH:15][cH:16][c:17](-[c:20]5[n:21][n:22]([CH2:25][CH2:26][OH:27])[cH:23][cH:24]5)[cH:18][c:19]34)[n:35]([CH3:38])[c:36]2=[O:37])[cH:4][cH:5][c:6]([Cl:8])[cH:7]1.